Task: describe an organic reaction: reactants, conditions, products, and yield. Dataset: the Open Reaction Database (ORD), a public repository of structured organic reaction records Reactants: C(CCC)C1=NC2=C(N1CC1=CC=C(C=C1)C=1C(=CC=CC1)C(=O)OC(C)(C)C)C=C(C=C2)N(C(=O)N(C)C)CC2=CC=CC=C2 (tert.butyl 4'[(2-n-butyl-6-(N-(dimethylaminocarbonyl)-benzylamino)-benzimidazol-1-yl)-methyl]biphenyl-2-carboxylate), FC(C(=O)O)(F)F (trifluoroacetic acid). The product is C(CCC)C1=NC2=C(N1CC1=CC=C(C=C1)C=1C(=CC=CC1)C(=O)O)C=C(C=C2)N(C(=O)N(C)C)CC2=CC=CC=C2 (4'-[(2-n-Butyl-6-(N-(dimethylaminocarbonyl)-benzylamino)-benzimidazol-1-yl)-methyl]biphenyl-2-carboxylic acid). RXN SMILES: [CH2:1]([C:5]1[N:9]([CH2:10][C:11]2[CH:16]=[CH:15][C:14]([C:17]3[C:18]([C:23]([O:25]C(C)(C)C)=[O:24])=[CH:19][CH:20]=[CH:21][CH:22]=3)=[CH:13][CH:12]=2)[C:8]2[CH:30]=[C:31]([N:34]([CH2:40][C:41]3[CH:46]=[CH:45][CH:44]=[CH:43][CH:42]=3)[C:35]([N:37]([CH3:39])[CH3:38])=[O:36])[CH:32]=[CH:33][C:7]=2[N:6]=1)[CH2:2][CH2:3][CH3:4].FC(F)(F)C(O)=O>>[CH2:1]([C:5]1[N:9]([CH2:10][C:11]2[CH:12]=[CH:13][C:14]([C:17]3[C:18]([C:23]([OH:25])=[O:24])=[CH:19][CH:20]=[CH:21][CH:22]=3)=[CH:15][CH:16]=2)[C:8]2[CH:30]=[C:31]([N:34]([CH2:40][C:41]3[CH:46]=[CH:45][CH:44]=[CH:43][CH:42]=3)[C:35]([N:37]([CH3:38])[CH3:39])=[O:36])[CH:32]=[CH:33][C:7]=2[N:6]=1)[CH2:2][CH2:3][CH3:4]. Reported procedure: Prepared in analogous manner to Example 9 from tert.butyl 4'[(2-n-butyl-6-(N-(dimethylaminocarbonyl)-benzylamino)-benzimidazol-1-yl)-methyl]biphenyl-2-carboxylate and trifluoroacetic acid. Reactants: Cc1ccc(C(C)C)c(OCC2CCN(CCCN3C(=O)c4ccccc4C3=O)CC2)c1, CCO, NN, O. The product is Cc1ccc(C(C)C)c(OCC2CCN(CCCN)CC2)c1. RXN SMILES: [CH3:1][c:2]1[cH:3][cH:4][c:5]([CH:30]([CH3:31])[CH3:32])[c:6]([O:7][CH2:8][CH:9]2[CH2:10][CH2:11][N:12]([CH2:15][CH2:16][CH2:17][N:18]3[C:19](=[O:20])[c:21]4[c:22]([cH:23][cH:24][cH:25][cH:26]4)[C:27]3=[O:28])[CH2:13][CH2:14]2)[cH:29]1.[CH3:36][CH2:37][OH:38].[NH2:34][NH2:35].[OH2:33]>>[CH3:1][c:2]1[cH:3][cH:4][c:5]([CH:30]([CH3:31])[CH3:32])[c:6]([O:7][CH2:8][CH:9]2[CH2:10][CH2:11][N:12]([CH2:15][CH2:16][CH2:17][NH2:18])[CH2:13][CH2:14]2)[cH:29]1. The reactants are CO, COC(=O)C(C)c1ccc2ncccc2c1, [Na+], [OH-]. The product is CC(C(=O)O)c1ccc2ncccc2c1. Reaction SMILES: [CH3:19][OH:20].[CH3:1][O:2][C:3]([CH:4]([CH3:5])[c:6]1[cH:7][c:8]2[cH:9][cH:10][cH:11][n:12][c:13]2[cH:14][cH:15]1)=[O:16].[Na+:18].[OH-:17]>>[O:2]=[C:3]([CH:4]([CH3:5])[c:6]1[cH:7][c:8]2[cH:9][cH:10][cH:11][n:12][c:13]2[cH:14][cH:15]1)[OH:16]. Starting materials: [N+](=O)([O-])C1=C(C=CC(=C1)C1=CN=C2N1C=CC(=C2)C2=CC=NC=C2)CC(=O)NC2=NC=CC(=C2)C(F)(F)F (2-[2-nitro-4-(7-pyridin-4-yl-imidazo[1,2-a]pyridin-3-yl)-phenyl]-N-(4-trifluoromethyl-pyridin-2-yl)-acetamide), C(=O)[O-].[NH4+] (ammonium formate). The reagents and catalysts are [Pd] (Pd). Run in CO (methanol). The product is NC1=C(C=CC(=C1)C1=CN=C2N1C=CC(=C2)C2=CC=NC=C2)CC(=O)NC2=NC=CC(=C2)C(F)(F)F (2-[2-Amino-4-(7-pyridin-4-yl-imidazo[1,2-a]pyridin-3-yl)-phenyl]-N-(4-trifluoromethyl-pyridin-2-yl)-acetamide). The yield is 14.3%. RXN SMILES: [N+:1]([C:4]1[CH:9]=[C:8]([C:10]2[N:14]3[CH:15]=[CH:16][C:17]([C:19]4[CH:24]=[CH:23][N:22]=[CH:21][CH:20]=4)=[CH:18][C:13]3=[N:12][CH:11]=2)[CH:7]=[CH:6][C:5]=1[CH2:25][C:26]([NH:28][C:29]1[CH:34]=[C:33]([C:35]([F:38])([F:37])[F:36])[CH:32]=[CH:31][N:30]=1)=[O:27])([O-])=O.C([O-])=O.[NH4+]>CO.[Pd]>[NH2:1][C:4]1[CH:9]=[C:8]([C:10]2[N:14]3[CH:15]=[CH:16][C:17]([C:19]4[CH:20]=[CH:21][N:22]=[CH:23][CH:24]=4)=[CH:18][C:13]3=[N:12][CH:11]=2)[CH:7]=[CH:6][C:5]=1[CH2:25][C:26]([NH:28][C:29]1[CH:34]=[C:33]([C:35]([F:36])([F:38])[F:37])[CH:32]=[CH:31][N:30]=1)=[O:27] |f:1.2|. Procedure details: Suspend 2-[2-nitro-4-(7-pyridin-4-yl-imidazo[1,2-a]pyridin-3-yl)-phenyl]-N-(4-trifluoromethyl-pyridin-2-yl)-acetamide (0.18 g, 0.35 mmol) and ammonium formate (0.11 g, 1.82 mmol) in anhydrous methanol (5 mL) and bubble nitrogen through the solution for 5 minutes. Under a positive stream of nitrogen, add 10% Pd-on carbon (0.03, 0.03 mmol) to the solution and stir the reaction at ambient temperature for 18 hours. Filter the reaction contents through a pad of Celite® and wash the pad with methanol ... Starting materials: [N+](=O)(O)[O-] (Nitric acid), [Se]1C(=CC=C1C(=O)O)C(=O)O (selenophene-2,5-dicarboxylic acid), S(O)(O)(=O)=O (sulfuric acid). Reaction SMILES: [N+:1]([O-:4])(O)=[O:2].[Se:5]1[C:9]([C:10]([OH:12])=[O:11])=[CH:8][CH:7]=[C:6]1[C:13]([OH:15])=[O:14].S(=O)(=O)(O)O>>[N+:1]([C:7]1[CH:8]=[C:9]([C:10]([OH:12])=[O:11])[Se:5][C:6]=1[C:13]([OH:15])=[O:14])([O-:4])=[O:2]. Reaction conditions: time 2 hour. Procedure details: Nitric acid (5.65 mL, 125.55 mmol, 70%) was added slowly to a mixture of selenophene-2,5-dicarboxylic acid (11 g, 50.2 mmol) in sulfuric acid (21.87 mL, 401.77 mmol) at 0-5° C. for 15 min. The mixture was allowed to rt with stifling slowly for 2 h, poured into ice cold water and stirred for 30 min. The solution was extracted with ethyl acetate (3×200 mL) and the combined organic layer was washed with water, brine and dried over sodium sulfate. The solution was filtered and evaporated the solvent... Yields the product [N+](=O)([O-])C1=C([Se]C(=C1)C(=O)O)C(=O)O (3-Nitroselenophene-2,5-dicarboxylic acid). The reactants are CC(=O)n1c(=O)sc2c(Cl)cccc21, ClCCCl. Product: O=c1[nH]c2cccc(Cl)c2s1. RXN SMILES: [C:1](=[O:2])([CH3:3])[n:4]1[c:5](=[O:14])[s:6][c:7]2[c:8]1[cH:9][cH:10][cH:11][c:12]2[Cl:13].[Cl:15][CH2:16][CH2:17][Cl:18]>>[nH:4]1[c:5](=[O:14])[s:6][c:7]2[c:8]1[cH:9][cH:10][cH:11][c:12]2[Cl:13].